Dataset: the Open Reaction Database (ORD), a public repository of structured organic reaction records. Task: describe an organic reaction: reactants, conditions, products, and yield Reactants: CSC(C(=O)OC)(C)C1=CC(=CC=C1)C(C1=CC=CC=C1)(OC)OC (methyl α-methylthio-α-[m-(α,α-dimethoxybenzyl)phenyl]propionate), [OH-].[K+] (potassium hydroxide). The reagents and catalysts are O.O.O.O.O.S(=O)(=O)([O-])[O-].[Cu+2] (copper sulfate pentahydrate), [Zn] (zinc). The solvent is O (Water), O (Water). Run at time 44 hour. Yields the product C(C1=CC=CC=C1)(=O)C=1C=C(C=CC1)C(C(=O)O)C (α-(m-benzoylphenyl)propionic acid). Yield: 85.4%. RXN SMILES: CS[C:3]([C:9]1[CH:14]=[CH:13][CH:12]=[C:11]([C:15](OC)([O:22]C)[C:16]2[CH:21]=[CH:20][CH:19]=[CH:18][CH:17]=2)[CH:10]=1)([CH3:8])[C:4]([O:6]C)=[O:5].[OH-].[K+]>[Zn].O.O.O.O.O.S([O-])([O-])(=O)=O.[Cu+2].O>[C:15]([C:11]1[CH:10]=[C:9]([CH:3]([CH3:8])[C:4]([OH:6])=[O:5])[CH:14]=[CH:13][CH:12]=1)(=[O:22])[C:16]1[CH:17]=[CH:18][CH:19]=[CH:20][CH:21]=1 |f:1.2,4.5.6.7.8.9.10|. Procedure details: Water (4 ml) was added to a mixture consisting of 269 mg of methyl α-methylthio-α-[m-(α,α-dimethoxybenzyl)phenyl]propionate, 500 mg of zinc powder and 80 mg of copper sulfate pentahydrate. Then, 500 mg of potassium hydroxide (85%) was added, and the mixture was stirred at the refluxing temperature for 44 hours. Water (4 ml) was further added, and with stirring, the mixture was heated under reflux for 3 hours. After cooling, the insoluble matter was separated by filtration, and washed with 20 ml ...